This data is from the Open Reaction Database (ORD), a public repository of structured organic reaction records. The task is: describe an organic reaction: reactants, conditions, products, and yield The reactants are suspension, [NH2-].[Na+] (sodamide), FC(C=1C=C(C=CC1)CC#N)(F)F (3-(trifluoromethyl)phenylacetonitrile), O (water), IC (iodomethane). Solvent: C1(=CC=CC=C1)C (toluene), ClCCl (dichloromethane), C1(=CC=CC=C1)C (toluene). Conditions: temperature 80 celsius, time 1 hour. The product is FC(C=1C=C(C=CC1)C(C#N)C)(F)F (2-[3-(trifluoromethyl)phenyl]propanonitrile). RXN SMILES: [F:1][C:2]([F:13])([F:12])[C:3]1[CH:4]=[C:5]([CH2:9][C:10]#[N:11])[CH:6]=[CH:7][CH:8]=1.I[CH3:15].[NH2-].[Na+].O>C1(C)C=CC=CC=1.ClCCl>[F:1][C:2]([F:12])([F:13])[C:3]1[CH:4]=[C:5]([CH:9]([CH3:15])[C:10]#[N:11])[CH:6]=[CH:7][CH:8]=1 |f:2.3|. Procedure details: 1.0 g (5.4 mmol) of 3-(trifluoromethyl)phenylacetonitrile and 767 mg of iodomethane (5.4 mmol) are placed in 5 ml toluene at 80° C. and slowly treated with a 50% suspension of sodamide in toluene. Next the mixture is stirred 1 hr more at 80° C., then cooled to RT and treated with water, then dichloromethane. The organic phase is separated, washed with water, dried over magnesium sulphate and freed of solvent on the rotary evaporator. The residue (1.7 g, 84% of theory) contains the title compound... Starting materials: BrCc1ccccc1, O=[N+]([O-])c1ccc(O)c(Br)c1, O=C([O-])[O-], CN(C)C=O, [K+], [K+], O. The product is O=[N+]([O-])c1ccc(OCc2ccccc2)c(Br)c1. As a reaction SMILES: [Br:18][CH2:19][c:20]1[cH:21][cH:22][cH:23][cH:24][cH:25]1.[Br:1][c:2]1[c:3]([OH:11])[cH:4][cH:5][c:6]([N+:8](=[O:9])[O-:10])[cH:7]1.[C:12](=[O:13])([O-:14])[O-:15].[CH3:26][N:27]([CH3:28])[CH:29]=[O:30].[K+:16].[K+:17].[OH2:31]>>[Br:1][c:2]1[c:3]([O:11][CH2:19][c:20]2[cH:21][cH:22][cH:23][cH:24][cH:25]2)[cH:4][cH:5][c:6]([N+:8](=[O:9])[O-:10])[cH:7]1. The reactants are CCOC(=O)CBr, Cc1ccc(-c2nc(C3CCCN3C3CCCc4c(O)cccc43)oc2-c2ccc(C)cc2)cc1, [K+], [K+], O=C([O-])[O-], CN(C)C=O. The product is CCOC(=O)COc1cccc2c1CCCC2N1CCCC1c1nc(-c2ccc(C)cc2)c(-c2ccc(C)cc2)o1. As a reaction SMILES: [Br:36][CH2:37][C:38](=[O:39])[O:40][CH2:41][CH3:42].[CH3:1][c:2]1[cH:3][cH:4][c:5](-[c:8]2[n:9][c:10]([CH:20]3[N:21]([CH:25]4[CH2:26][CH2:27][CH2:28][c:29]5[c:30]([OH:35])[cH:31][cH:32][cH:33][c:34]54)[CH2:22][CH2:23][CH2:24]3)[o:11][c:12]2-[c:13]2[cH:14][cH:15][c:16]([CH3:19])[cH:17][cH:18]2)[cH:6][cH:7]1.[K+:43].[K+:44].[O-:45][C:46]([O-:47])=[O:48].[O:49]=[CH:50][N:51]([CH3:52])[CH3:53]>>[CH3:1][c:2]1[cH:3][cH:4][c:5](-[c:8]2[n:9][c:10]([CH:20]3[N:21]([CH:25]4[CH2:26][CH2:27][CH2:28][c:29]5[c:30]([O:35][CH2:37][C:38](=[O:39])[O:40][CH2:41][CH3:42])[cH:31][cH:32][cH:33][c:34]54)[CH2:22][CH2:23][CH2:24]3)[o:11][c:12]2-[c:13]2[cH:14][cH:15][c:16]([CH3:19])[cH:17][cH:18]2)[cH:6][cH:7]1. Starting materials: C(C1=CC=CC=C1)C(C(=O)[O-])OC1=NC(=CC=C1)CCNC(=O)C1C(N(C(C2=CC=CC=C12)=O)C1C(CCCC1)NS(=O)(=O)C)C1=C(C=C(C=C1)Cl)Cl (benzyl({6-[2-({[(3RS,4RS)-3-(2,4-dichlorophenyl)-2-{(1SR,2SR)-2-[(methylsulfonyl)amino]cyclohexyl}-1-oxo-1,2,3,4-tetrahydroisoquinolin-4-yl]carbonyl}amino)ethyl]pyridin-2-yl}oxy)acetate), CN(C)C=O (DMF). The reagents and catalysts are [Pd] (palladium/carbon). Run in C(C)O (ethanol). Run at time 15 minute. Product: ClC1=C(C=CC(=C1)Cl)C1N(C(C2=CC=CC=C2C1C(=O)NCCC1=CC=CC(=N1)OCC(=O)O)=O)C1C(CCCC1)NS(=O)(=O)C (({6-[2-({[(3RS,4RS)-3-(2,4-dichlorophenyl)-2-{(1SR,2SR)-2-[(methylsulfonyl)amino]cyclohexyl}-1-oxo-1,2,3,4-tetrahydroisoquinolin-4-yl]carbonyl}amino)ethyl]pyridin-2-yl}oxy)acetic acid). The yield is 21.0%. Reaction SMILES: C([CH:8]([O:12][C:13]1[CH:18]=[CH:17][CH:16]=[C:15]([CH2:19][CH2:20][NH:21][C:22]([CH:24]2[C:33]3[C:28](=[CH:29][CH:30]=[CH:31][CH:32]=3)[C:27](=[O:34])[N:26]([CH:35]3[CH2:40][CH2:39][CH2:38][CH2:37][CH:36]3[NH:41][S:42]([CH3:45])(=[O:44])=[O:43])[CH:25]2[C:46]2[CH:51]=[CH:50][C:49]([Cl:52])=[CH:48][C:47]=2[Cl:53])=[O:23])[N:14]=1)[C:9]([O-:11])=[O:10])C1C=CC=CC=1.CN(C=O)C>[Pd].C(O)C>[Cl:53][C:47]1[CH:48]=[C:49]([Cl:52])[CH:50]=[CH:51][C:46]=1[CH:25]1[CH:24]([C:22]([NH:21][CH2:20][CH2:19][C:15]2[N:14]=[C:13]([O:12][CH2:8][C:9]([OH:11])=[O:10])[CH:18]=[CH:17][CH:16]=2)=[O:23])[C:33]2[C:28](=[CH:29][CH:30]=[CH:31][CH:32]=2)[C:27](=[O:34])[N:26]1[CH:35]1[CH2:40][CH2:39][CH2:38][CH2:37][CH:36]1[NH:41][S:42]([CH3:45])(=[O:43])=[O:44]. Procedure: To a mixed liquid of 420 mg of benzyl({6-[2-({[(3RS,4RS)-3-(2,4-dichlorophenyl)-2-{(1SR,2SR)-2-[(methylsulfonyl)amino]cyclohexyl}-1-oxo-1,2,3,4-tetrahydroisoquinolin-4-yl]carbonyl}amino)ethyl]pyridin-2-yl}oxy)acetate, 5 ml of DMF, and 5 ml of ethanol was added 84 mg of 5% palladium/carbon, followed by stirring at room temperature for 15 minutes under a hydrogen atmosphere. After separating the palladium/carbon by filtration, the solvent was evaporated, and the residue was purified by silica gel ...